Dataset: the Open Reaction Database (ORD), a public repository of structured organic reaction records. Task: describe an organic reaction: reactants, conditions, products, and yield The reactants are CS(=O)(=O)C1=CC=C(CCl)C=C1 (4-methanesulfonylbenzyl chloride), CN(C)P(=O)(N(C)C)N(C)C (HMPA), [C-]#N.[K+] (KCN). Run in CN(C)C=O (DMF), O (water), C(C)(=O)OCC (ethyl acetate). Run at temperature 80 celsius, time 18 hour. Yields the product CS(=O)(=O)C1=CC=C(C=C1)CC#N ((4-methanesulfonyl-phenyl)-acetonitrile). As a reaction SMILES: [CH3:1][S:2]([C:5]1[CH:12]=[CH:11][C:8]([CH2:9]Cl)=[CH:7][CH:6]=1)(=[O:4])=[O:3].[CH3:13][N:14](P(N(C)C)(N(C)C)=O)C.[C-]#N.[K+]>CN(C=O)C.O.C(OCC)(=O)C>[CH3:1][S:2]([C:5]1[CH:12]=[CH:11][C:8]([CH2:9][C:13]#[N:14])=[CH:7][CH:6]=1)(=[O:4])=[O:3] |f:2.3|. Procedure details: To a solution of 4-methanesulfonylbenzyl chloride (10 g, 49 mmol) in DMF (100 mL) was added HMPA (9.35 mL, 54 mmol) and KCN (3.5 g, 54 mmol). The resulting reaction mixture was stirred 18 h at 80° C., then diluted with water and ethyl acetate. The organic extracts were washed (NaHCO3, brine), dried (MgSO4), filtered and concentrated. Purification by flash chromatography (eluting with hexane/ethyl acetate, 1:1 to 25:75) provided the (4-methanesulfonyl-phenyl)-acetonitrile compound. Starting materials: C(C1=CC=CC=C1)OCC(CCO)COCC1=CC=CC=C1 (4-benzyloxy-3-benzyloxymethylbutan-1-ol), CCOCC (ether), C1(=CC=CC=C1)P(C1=CC=CC=C1)C1=CC=CC=C1 (Triphenylphosphine), BrN1C(CCC1=O)=O (N-bromosuccinimide). The solvent is ClCCl (dichloromethane), ice water. Yields the product C(C1=CC=CC=C1)OCC(COCC1=CC=CC=C1)CCBr (Benzyl 2-benzyloxymethyl-4-bromobutyl ether). As a reaction SMILES: [CH2:1]([O:8][CH2:9][CH:10]([CH2:14][O:15][CH2:16][C:17]1[CH:22]=[CH:21][CH:20]=[CH:19][CH:18]=1)[CH2:11][CH2:12]O)[C:2]1[CH:7]=[CH:6][CH:5]=[CH:4][CH:3]=1.C1(P(C2C=CC=CC=2)C2C=CC=CC=2)C=CC=CC=1.[Br:42]N1C(=O)CCC1=O.CCOCC>ClCCl>[CH2:1]([O:8][CH2:9][CH:10]([CH2:11][CH2:12][Br:42])[CH2:14][O:15][CH2:16][C:17]1[CH:22]=[CH:21][CH:20]=[CH:19][CH:18]=1)[C:2]1[CH:7]=[CH:6][CH:5]=[CH:4][CH:3]=1. Procedure: A solution of 4-benzyloxy-3-benzyloxymethylbutan-1-ol (41.75 g, 139 mmol) in 150 ml of dry dichloromethane was cooled in ice-water bath. Triphenylphosphine (42.0 g, 160 mmol) was added with stirring and then N-bromosuccinimide (26.0 g, 146 mmol) in portions during 15 min. After 1 h at room temperature ether (400 ml) was added and the precipitated triphenylphosphine oxide filtered off. The solution was concentrated in vacuum to a small volume, and more ether was added to extract the product from ... Reactants: CC(=O)O, N#C[K], [Na+], [Na+], O=C([O-])[O-], COc1ccc(CC(C)(C)O)cc1O, O=S(=O)(O)O. Product: COc1cc2c(cc1O)CC(C)(C)N=C2. RXN SMILES: [CH3:29][C:30](=[O:31])[OH:32].[K:1][C:2]#[N:3].[Na+:23].[Na+:24].[O-:25][C:26](=[O:27])[O-:28].[OH:9][C:10]([CH2:11][c:12]1[cH:13][cH:14][c:15]([O:19][CH3:20])[c:16]([OH:18])[cH:17]1)([CH3:21])[CH3:22].[S:4](=[O:5])(=[O:6])([OH:7])[OH:8]>>[CH:2]1=[N:3][C:10]([CH3:21])([CH3:22])[CH2:11][c:12]2[c:13]1[cH:14][c:15]([O:19][CH3:20])[c:16]([OH:18])[cH:17]2.